The task is: describe an organic reaction: reactants, conditions, products, and yield. This data is from the Open Reaction Database (ORD), a public repository of structured organic reaction records. Yields the product [Br-].OC(C12CC[N+](CC1)(C2)CCCOCC2=CC=CC=C2)(C2=CC=CC=C2)C2=CC=CC=C2 (4-[hydroxy(diphenyl)methyl]-1-{3-[(phenylmethyl)oxy]propyl}-1-azoniabicyclo[2.2.1]heptane bromide). Reaction SMILES: [N:1]12[CH2:7][C:4]([C:8]([C:16]3[CH:21]=[CH:20][CH:19]=[CH:18][CH:17]=3)([C:10]3[CH:15]=[CH:14][CH:13]=[CH:12][CH:11]=3)[OH:9])([CH2:5][CH2:6]1)[CH2:3][CH2:2]2.[C:22]1([CH2:28][O:29][CH2:30][CH2:31][CH2:32][Br:33])[CH:27]=[CH:26][CH:25]=[CH:24][CH:23]=1>CC#N>[Br-:33].[OH:9][C:8]([C:16]1[CH:21]=[CH:20][CH:19]=[CH:18][CH:17]=1)([C:10]1[CH:15]=[CH:14][CH:13]=[CH:12][CH:11]=1)[C:4]12[CH2:7][N+:1]([CH2:32][CH2:31][CH2:30][O:29][CH2:28][C:22]3[CH:27]=[CH:26][CH:25]=[CH:24][CH:23]=3)([CH2:6][CH2:5]1)[CH2:2][CH2:3]2 |f:3.4|. Yield: 52.5%. Procedure details: Following the general procedure outlined in Example 2, 1-azabicyclo[2.2.1]hept-4-yl(diphenyl)methanol (30.4 mg, 0.109 mmol) and 3-bromopropyl phenylmethyl ether (0.03 mL, 0.17 mmol) in 2 CH3CN/3 CHCl3 (2.5 mL) were reacted to give the desired product (29.1 mg, 53%). EI-MS m/z 428 (M+) Rt (1.93 min). Solvent: CC#N (CH3CN). Starting materials: N12CCC(CC1)(C2)C(O)(C2=CC=CC=C2)C2=CC=CC=C2 (1-azabicyclo[2.2.1]hept-4-yl(diphenyl)methanol), C1(=CC=CC=C1)COCCCBr (3-bromopropyl phenylmethyl ether).